The task is: describe an organic reaction: reactants, conditions, products, and yield. This data is from the Open Reaction Database (ORD), a public repository of structured organic reaction records. The reactants are BrCc1ccccc1, COC(=O)c1cc2ccc(F)cc2c(O)c1C, [K+], [K+], O=C([O-])[O-], CN(C)C=O, O. Product: COC(=O)c1cc2ccc(F)cc2c(OCc2ccccc2)c1C. Reaction SMILES: [Br:24][CH2:25][c:26]1[cH:27][cH:28][cH:29][cH:30][cH:31]1.[CH3:1][O:2][C:3](=[O:4])[c:5]1[cH:6][c:7]2[cH:8][cH:9][c:10]([F:17])[cH:11][c:12]2[c:13]([OH:16])[c:14]1[CH3:15].[K+:18].[K+:19].[O-:20][C:21]([O-:22])=[O:23].[O:32]=[CH:33][N:34]([CH3:35])[CH3:36].[OH2:37]>>[CH3:1][O:2][C:3](=[O:4])[c:5]1[cH:6][c:7]2[cH:8][cH:9][c:10]([F:17])[cH:11][c:12]2[c:13]([O:16][CH2:25][c:26]2[cH:27][cH:28][cH:29][cH:30][cH:31]2)[c:14]1[CH3:15]. The reactants are CCC(CC)c1cc(C)nn2c(-c3sc(Br)cc3C)c(C)nc12, O=C([O-])[O-], Cn1ccnc1, CCOC(C)=O, [Cs+], [Cs+], CC(=O)[O-], CC(=O)[O-], CN(C)C=O, [Pd+2], c1ccc(P(c2ccccc2)c2ccccc2)cc1. Product: CCC(CC)c1cc(C)nn2c(-c3sc(-c4nccn4C)cc3C)c(C)nc12. Reaction SMILES: [Br:1][c:2]1[cH:3][c:4]([CH3:23])[c:5](-[c:7]2[c:8]([CH3:22])[n:9][c:10]3[n:11]2[n:12][c:13]([CH3:21])[cH:14][c:15]3[CH:16]([CH2:17][CH3:18])[CH2:19][CH3:20])[s:6]1.[C:49](=[O:50])([O-:51])[O-:52].[CH3:24][n:25]1[cH:26][cH:27][n:28][cH:29]1.[CH3:60][CH2:61][O:62][C:63]([CH3:64])=[O:65].[Cs+:53].[Cs+:54].[O-:67][C:68]([CH3:69])=[O:70].[O-:71][C:72]([CH3:73])=[O:74].[O:55]=[CH:56][N:57]([CH3:58])[CH3:59].[Pd+2:66].[c:30]1([P:31]([c:32]2[cH:33][cH:34][cH:35][cH:36][cH:37]2)[c:38]2[cH:39][cH:40][cH:41][cH:42][cH:43]2)[cH:44][cH:45][cH:46][cH:47][cH:48]1>>[c:2]1(-[c:29]2[n:25]([CH3:24])[cH:26][cH:27][n:28]2)[cH:3][c:4]([CH3:23])[c:5](-[c:7]2[c:8]([CH3:22])[n:9][c:10]3[n:11]2[n:12][c:13]([CH3:21])[cH:14][c:15]3[CH:16]([CH2:17][CH3:18])[CH2:19][CH3:20])[s:6]1. The reactants are CCCCO, CCN(C(C)C)C(C)C, NCc1cc2cccc(Cl)c2nc1-c1ccccc1, COc1c(Cl)ncnc1Cl. Product: COc1c(Cl)ncnc1NCc1cc2cccc(Cl)c2nc1-c1ccccc1. As a reaction SMILES: [CH2:39]([OH:40])[CH2:41][CH2:42][CH3:43].[CH:20]([N:21]([CH2:22][CH3:23])[CH:24]([CH3:25])[CH3:26])([CH3:27])[CH3:28].[Cl:1][c:2]1[cH:3][cH:4][cH:5][c:6]2[cH:7][c:8]([CH2:18][NH2:19])[c:9](-[c:12]3[cH:13][cH:14][cH:15][cH:16][cH:17]3)[n:10][c:11]12.[Cl:29][c:30]1[n:31][cH:32][n:33][c:34]([Cl:38])[c:35]1[O:36][CH3:37]>>[Cl:1][c:2]1[cH:3][cH:4][cH:5][c:6]2[cH:7][c:8]([CH2:18][NH:19][c:34]3[n:33][cH:32][n:31][c:30]([Cl:29])[c:35]3[O:36][CH3:37])[c:9](-[c:12]3[cH:13][cH:14][cH:15][cH:16][cH:17]3)[n:10][c:11]12. Reactants: C(C)(=O)NC1=CC=C(C=C1)NC1=C(C=C(C(=O)O)C=C1S(NC1=C(C=CC=C1)NC(C)=O)(=O)=O)N (4-(4-acetamidophenylamino)-3-amino-5-(2-acetamidophenylsulfamoyl)-benzoic acid), C(C1=CC=CO1)=O (furfural). The solvent is C(C)OCCOCCOCC (diethyleneglycol diethyl ether). Reaction conditions: time 8 hour. Yields the product C(C)(=O)NC1=CC=C(C=C1)NC1=C(C=C(C(=O)O)C=C1S(NC1=C(C=CC=C1)NC(C)=O)(=O)=O)NCC1=CC=CO1 (4-(4-acetamidophenylamino)-3-furfurylamino-5-(2-acetamidophenylsulfamoyl)-benzoic acid). Reaction SMILES: [C:1]([NH:4][C:5]1[CH:10]=[CH:9][C:8]([NH:11][C:12]2[C:20]([S:21](=[O:34])(=[O:33])[NH:22][C:23]3[CH:28]=[CH:27][CH:26]=[CH:25][C:24]=3[NH:29][C:30](=[O:32])[CH3:31])=[CH:19][C:15]([C:16]([OH:18])=[O:17])=[CH:14][C:13]=2[NH2:35])=[CH:7][CH:6]=1)(=[O:3])[CH3:2].[CH:36](=O)[C:37]1[O:41][CH:40]=[CH:39][CH:38]=1>C(OCCOCCOCC)C>[C:1]([NH:4][C:5]1[CH:10]=[CH:9][C:8]([NH:11][C:12]2[C:20]([S:21](=[O:33])(=[O:34])[NH:22][C:23]3[CH:28]=[CH:27][CH:26]=[CH:25][C:24]=3[NH:29][C:30](=[O:32])[CH3:31])=[CH:19][C:15]([C:16]([OH:18])=[O:17])=[CH:14][C:13]=2[NH:35][CH2:36][C:37]2[O:41][CH:40]=[CH:39][CH:38]=2)=[CH:7][CH:6]=1)(=[O:3])[CH3:2]. Procedure details: The starting material is prepared as follows: The mixture of 4-(4-acetamidophenylamino)-3-amino-5-(2-acetamidophenylsulfamoyl)-benzoic acid, 60 ml of diethyleneglycol diethyl ether and 30 ml of furfural is heated to 110° for 4 hours and evaporated under reduced pressure. The residue is taken up in 100 ml of anhydrous ethanol, the solution cooled with an ice bath and 4.5 g of sodium borohydride are added portionwise while stiring. After one hour the ice bath is removed and the mixture stirred ove... Reactants: Cl.C(C1=CC=CC=C1)[C@@H]1C[C@@H](C(N1CC(=O)O)=O)CCC1=NC=2NCCCC2C=C1 ({5(s)-benzyl-2-oxo-3(S)-[2-(5,6,7,8-tetrahydro-[1,8]naphthyridin-2-yl)-ethyl]-pyrrolidin-1-yl}-acetic acid hydrochloride), 2-10, C(CCl)Cl (EDC), C=1C=CC2=C(C1)N=NN2O (HOBT), CN1CCOCC1 (NMM), CN(C)C=O (DMF). The solvent is C(C)(=O)OCC (ethyl acetate). Conditions: time 20 hour. Product: C(C)OC(C[C@H](NC(C)=O)C=1C=NC=CC1)=O (acetyl-3(S)-pyridin-3-yl-β-alanine ethyl ester). RXN SMILES: Cl.C([C@H:9]1[N:13](CC(O)=O)[C:12](=[O:18])[C@@H:11](CCC2C=CC3CCCNC=3N=2)C1)C1C=CC=CC=1.C(Cl)CCl.[CH:35]1[CH:36]=[CH:37][C:38]2N(O)N=[N:41][C:39]=2C=1.CN1[CH2:51][CH2:50][O:49][CH2:48][CH2:47]1.CN(C=[O:56])C>C(OCC)(=O)C>[CH2:50]([O:49][C:48](=[O:56])[CH2:47][C@@H:9]([C:38]1[CH:39]=[N:41][CH:35]=[CH:36][CH:37]=1)[NH:13][C:12](=[O:18])[CH3:11])[CH3:51] |f:0.1|. Procedure details: A mixture of 12-8 (150 mg, 0.3559 mmol), 2-10 (60 mg, 0.2135 mmol), EDC (132 mg, 0.7118 mmol), HOBT (48 mg, 0.3559mmol) and NMM (0.4 mL, 2.85 mmol) in DMF (4 mL) was stirred for 20 h. The mixture was diluted with ethyl acetate, washed with sat. NaHCO3, brine, and dried over MgSO4. Following evaporative removal of the solvent, the residue was chromatographed (silica gel, 70:20:10 chloroform/ethyl acetate/MeOH to give 12-9 as a colorless foam. The reactants are ClC(C=1C=NC=CC1)C=1C=C2C=CC(=CC2=CC1)C(=O)OC (methyl 6-[1-chloro-1-(3-pyridyl) methyl]-2-naphthoate), [H-].[Na+] (sodium hydride), CO (methanol). Product: COC(C=1C=NC=CC1)C=1C=C2C=CC(=CC2=CC1)C(=O)OC (methyl 6-[1-methoxy-1-(3-pyridyl)methyl]-2-naphthoate). The yield is 94.0%. RXN SMILES: Cl[CH:2]([C:9]1[CH:10]=[C:11]2[C:16](=[CH:17][CH:18]=1)[CH:15]=[C:14]([C:19]([O:21][CH3:22])=[O:20])[CH:13]=[CH:12]2)[C:3]1[CH:4]=[N:5][CH:6]=[CH:7][CH:8]=1.[H-].[Na+].[CH3:25][OH:26]>>[CH3:25][O:26][CH:2]([C:9]1[CH:10]=[C:11]2[C:16](=[CH:17][CH:18]=1)[CH:15]=[C:14]([C:19]([O:21][CH3:22])=[O:20])[CH:13]=[CH:12]2)[C:3]1[CH:4]=[N:5][CH:6]=[CH:7][CH:8]=1 |f:1.2|. Procedure: 52 mg (0.17 mmol) of methyl 6-[1-chloro-1-(3-pyridyl) methyl]-2-naphthoate and 8 mg (0.18 mmol) of sodium hydride dispersion (55%) in 4 ml of absolute methanol are heated under reflux for 6 hours. After the reaction mixture has been evaporated, the residue is taken up in sodium bicarbonate solution, which is extracted with ethyl acetate. After the ethyl acetate phase has been dried and evaporated in vacuo, the residue is chromatographed on silica gel using ethyl acetate. 48.2 mg (94%) of methyl ...